This data is from the Open Reaction Database (ORD), a public repository of structured organic reaction records. The task is: describe an organic reaction: reactants, conditions, products, and yield The reactants are CCOC(C)=O, CN(C)C=O, [Cl-], O=Cc1cn(Cc2ccc(Cl)cc2)c2ccc(OCc3ccc4ccccc4n3)cc12, [H-], [Na+], O, c1ccc([P+](Cc2cccnc2)(c2ccccc2)c2ccccc2)cc1. Product: Clc1ccc(Cn2cc(C=Cc3cccnc3)c3cc(OCc4ccc5ccccc5n4)ccc32)cc1. Reaction SMILES: [C:66]([O:67][CH2:68][CH3:69])(=[O:70])[CH3:71].[CH3:30][N:31]([CH3:32])[CH:33]=[O:34].[Cl-:3].[Cl:35][c:36]1[cH:37][cH:38][c:39]([CH2:40][n:41]2[cH:42][c:43]([CH:62]=[O:63])[c:44]3[cH:45][c:46]([O:50][CH2:51][c:52]4[n:53][c:54]5[cH:55][cH:56][cH:57][cH:58][c:59]5[cH:60][cH:61]4)[cH:47][cH:48][c:49]23)[cH:64][cH:65]1.[H-:1].[Na+:2].[OH2:72].[cH:4]1[c:5]([CH2:10][P+:11]([c:12]2[cH:13][cH:14][cH:15][cH:16][cH:17]2)([c:18]2[cH:19][cH:20][cH:21][cH:22][cH:23]2)[c:24]2[cH:25][cH:26][cH:27][cH:28][cH:29]2)[cH:6][cH:7][cH:8][n:9]1>>[cH:4]1[c:5]([CH:10]=[CH:62][c:43]2[cH:42][n:41]([CH2:40][c:39]3[cH:38][cH:37][c:36]([Cl:35])[cH:65][cH:64]3)[c:49]3[c:44]2[cH:45][c:46]([O:50][CH2:51][c:52]2[n:53][c:54]4[cH:55][cH:56][cH:57][cH:58][c:59]4[cH:60][cH:61]2)[cH:47][cH:48]3)[cH:6][cH:7][cH:8][n:9]1. Reactants: CS(=O)(=O)Cl (methanesulfonyl chloride), Cl.CN1N=CC=2CN(C3=C(NC12)C=C(C=C3)C)C(=O)C3CCC(CC3)CNC(CC3CCNCC3)=O (N-[4-(3,6-dimethyl-4,10-dihydro-3H-2,3,4,9-tetraaza-benzo[f]azulene-9-carbonyl)-cyclohexylmethyl]-2-piperidin-4-yl-acetamide hydrochloride). Solvent: ClCCl (dichloro-methane), C(C)N(CC)CC (triethylamine), ClCCl (dichloromethane). Reaction conditions: time 1 hour. Yields the product CN1N=CC=2CN(C3=C(NC12)C=C(C=C3)C)C(=O)C3CCC(CC3)CNC(CC3CCN(CC3)S(=O)(=O)C)=O (N-[4-(3,6-Dimethyl-4,10-dihydro-3H-2,3,4,9-tetraaza-benzo[f]azulene-9-carbonyl)-cyclohexylmethyl]-2-(1-methanesulfonyl-piperidin-4-yl)-acetamide). RXN SMILES: [CH3:1][S:2](Cl)(=[O:4])=[O:3].Cl.[CH3:7][N:8]1[C:17]2[NH:16][C:15]3[CH:18]=[C:19]([CH3:22])[CH:20]=[CH:21][C:14]=3[N:13]([C:23]([CH:25]3[CH2:30][CH2:29][CH:28]([CH2:31][NH:32][C:33](=[O:41])[CH2:34][CH:35]4[CH2:40][CH2:39][NH:38][CH2:37][CH2:36]4)[CH2:27][CH2:26]3)=[O:24])[CH2:12][C:11]=2[CH:10]=[N:9]1>ClCCl.C(N(CC)CC)C>[CH3:7][N:8]1[C:17]2[NH:16][C:15]3[CH:18]=[C:19]([CH3:22])[CH:20]=[CH:21][C:14]=3[N:13]([C:23]([CH:25]3[CH2:26][CH2:27][CH:28]([CH2:31][NH:32][C:33](=[O:41])[CH2:34][CH:35]4[CH2:36][CH2:37][N:38]([S:2]([CH3:1])(=[O:4])=[O:3])[CH2:39][CH2:40]4)[CH2:29][CH2:30]3)=[O:24])[CH2:12][C:11]=2[CH:10]=[N:9]1 |f:1.2|. Reported procedure: A solution of methanesulfonyl chloride (0.57 mg, 0.005 mmol) in dichloromethane (0.05 ml) was added to a solution of N-[4-(3,6-dimethyl-4,10-dihydro-3H-2,3,4,9-tetraaza-benzo[f]azulene-9-carbonyl)-cyclohexylmethyl]-2-piperidin-4-yl-acetamide hydrochloride from Example E17 (2.57 mg, 0.005 mmol) in dichloro-methane (0.05 ml) and triethylamine (0.0035 ml). The mixture was stirred at room temperature for 1 h then sol-vents were removed in vacuo to yield the title compound. (ESI)+: [M+H]+=557.4